From a dataset of the Open Reaction Database (ORD), a public repository of structured organic reaction records. describe an organic reaction: reactants, conditions, products, and yield Starting materials: CC(C)C(O)c1ccc(Br)cc1, CC(C)=O, CCOC(C)=O, CCOCC, CCOC(C)=O, N#CC(Cl)(Cl)Cl, [H-], [Na+]. Product: CC(C)C(OC(=N)C(Cl)(Cl)Cl)c1ccc(Br)cc1. RXN SMILES: [Br:3][c:4]1[cH:5][cH:6][c:7]([CH:10]([CH:11]([CH3:12])[CH3:13])[OH:14])[cH:8][cH:9]1.[CH3:21][C:22](=[O:23])[CH3:24].[CH3:25][CH2:26][O:27][C:28]([CH3:29])=[O:30].[CH3:31][CH2:32][O:33][CH2:34][CH3:35].[CH3:36][CH2:37][O:38][C:39]([CH3:40])=[O:41].[Cl:15][C:16]([C:17]#[N:18])([Cl:19])[Cl:20].[H-:1].[Na+:2]>>[Br:3][c:4]1[cH:5][cH:6][c:7]([CH:10]([CH:11]([CH3:12])[CH3:13])[O:14][C:17]([C:16]([Cl:15])([Cl:19])[Cl:20])=[NH:18])[cH:8][cH:9]1. Run in C(C)O (ethanol). Product: CC=1C=C2C=3N(C4=C(C(N2)=O)C=CC=C4)CCC3C1 (4-Methyl-1,2-dihydrobenzo[c]pyrrolo[1,2,3-ef][1,5]benzodiazepin-7-one). The yield is 66.6%. Reported procedure: To a solution of 2-(5-methyl-7-nitroindolin-1-yl)benzoic acid (9 g, 0.03 mole), conc. hydrochloric acid (several drops) and ethanol (200 ml) was added 5% palladium-charcoal (1.5 gm). The mixture was shaked under hydrogen (58 psi) for 30 hours. The solvent was removed and the residue was loaded onto a silica gel flash chromatography column (800 g, 230-400 mesh), packed and eluted with dichloromethane (4 1) and 2% methanol in dichloromethane (4 1). The fractions containing product were pooled and ... Reactants: CC=1C=C2CCN(C2=C(C1)[N+](=O)[O-])C1=C(C(=O)O)C=CC=C1 (2-(5-methyl-7-nitroindolin-1-yl)benzoic acid). Reagents/catalysts: Cl (hydrochloric acid), [Pd] (palladium-charcoal). Reaction SMILES: [CH3:1][C:2]1[CH:3]=[C:4]2[C:8](=[C:9]([N+:11]([O-])=O)[CH:10]=1)[N:7]([C:14]1[CH:22]=[CH:21][CH:20]=[CH:19][C:15]=1[C:16](O)=[O:17])[CH2:6][CH2:5]2>Cl.[Pd].C(O)C>[CH3:1][C:2]1[CH:10]=[C:9]2[NH:11][C:16](=[O:17])[C:15]3[CH:19]=[CH:20][CH:21]=[CH:22][C:14]=3[N:7]3[CH2:6][CH2:5][C:4]([CH:3]=1)=[C:8]23. Conditions: time 30 hour. The reactants are FC1=CC=CC(=C1C(=O)O)[N+](=O)[O-] (6-fluoro-nitrobenzoic acid), Cl (hydrochloric acid). The reagents and catalysts are [Pd] (palladium/carbon). Run in CO (methanol). Product: Cl.FC=1C=CC=C(C1C(=O)O)N (6-fluoroanthranilic acid hydrochloride). RXN SMILES: [F:1][C:2]1[C:7]([C:8]([OH:10])=[O:9])=[C:6]([N+:11]([O-])=O)[CH:5]=[CH:4][CH:3]=1.[ClH:14]>CO.[Pd]>[ClH:14].[F:1][C:2]1[CH:3]=[CH:4][CH:5]=[C:6]([NH2:11])[C:7]=1[C:8]([OH:10])=[O:9] |f:4.5|. Procedure: 2.7 g of 10 percent palladium/carbon are added to a solution of 20.0 g (0.108 mol) of 6-fluoro-nitrobenzoic acid in a mixture of 200 ml of methanol and 27 ml of concentrated hydrochloric acid and the resulting mixture is hydrogenated at 35°-40° C. under a slight over-pressure. After filtration of the catalyst and concentration of the filtrate, the crude product is recrystallised from methanol/ether. There is obtained 6-fluoroanthranilic acid hydrochloride of melting point 176°-178° C. (decomposi... Starting materials: O(C1=CC=CC=C1)C=1C=C(C=O)C=CC1 (3-phenoxybenzaldehyde), CC1(CC(=CC=C1C)C1=CC=CC=C1)C=O (3,4-dimethylbiphenyl-3-carbaldehyde). Yields the product CC=1C=C(C=CC1C)C1=CC=C(C=C1)C=O (3′,4′-dimethylbiphenyl-4-carbaldehyde). Reaction SMILES: O([C:8]1[CH:9]=[C:10]([CH:13]=[CH:14][CH:15]=1)[CH:11]=[O:12])C1C=CC=CC=1.[CH3:16][C:17]1(C=O)[C:22]([CH3:23])=[CH:21][CH:20]=[C:19](C2C=CC=CC=2)[CH2:18]1>>[CH3:16][C:17]1[CH:18]=[C:19]([C:15]2[CH:8]=[CH:9][C:10]([CH:11]=[O:12])=[CH:13][CH:14]=2)[CH:20]=[CH:21][C:22]=1[CH3:23]. Procedure details: 3-phenoxybenzaldehyde for 3,4-dimethylbiphenyl-3-carbaldehyde, the following compounds were generated: The product is CC1(c2ccccc2)C(=O)N(C(=O)c2cccc3ccccc23)C(=O)N1Cc1ccc(F)cc1. Reaction SMILES: [CH3:1][C:2]1([c:21]2[cH:22][cH:23][cH:24][cH:25][cH:26]2)[C:3](=[O:20])[N:4]([C:8](=[O:9])[c:10]2[cH:11][cH:12][cH:13][c:14]3[cH:15][cH:16][cH:17][cH:18][c:19]23)[C:5](=[O:7])[NH:6]1.[CH3:38][CH2:39][O:40][C:41](=[O:42])[CH3:43].[F:29][c:30]1[cH:31][cH:32][c:33]([CH2:34][Br:35])[cH:36][cH:37]1.[H-:27].[Na+:28].[O:44]=[CH:45][N:46]([CH3:47])[CH3:48]>>[CH3:1][C:2]1([c:21]2[cH:22][cH:23][cH:24][cH:25][cH:26]2)[C:3](=[O:20])[N:4]([C:8](=[O:9])[c:10]2[cH:11][cH:12][cH:13][c:14]3[cH:15][cH:16][cH:17][cH:18][c:19]23)[C:5](=[O:7])[N:6]1[CH2:34][c:33]1[cH:32][cH:31][c:30]([F:29])[cH:37][cH:36]1. Reactants: CC1(c2ccccc2)NC(=O)N(C(=O)c2cccc3ccccc23)C1=O, CCOC(C)=O, Fc1ccc(CBr)cc1, [H-], [Na+], CN(C)C=O. Starting materials: CCOC(=O)c1cnn(Cc2c(C)noc2C)c1, CCO, NN. Yields the product Cc1noc(C)c1Cn1cc(C(=O)NN)cn1. Reaction SMILES: [CH3:1][c:2]1[n:3][o:4][c:5]([CH3:18])[c:6]1[CH2:7][n:8]1[n:9][cH:10][c:11]([C:13](=[O:14])[O:15][CH2:16][CH3:17])[cH:12]1.[CH3:21][CH2:22][OH:23].[NH2:19][NH2:20]>>[CH3:1][c:2]1[n:3][o:4][c:5]([CH3:18])[c:6]1[CH2:7][n:8]1[n:9][cH:10][c:11]([C:13](=[O:14])[NH:19][NH2:20])[cH:12]1. The reactants are [BH4-], CC(C)(C)OC(=O)N1CCN(C(C#N)c2ccccc2Cl)CC1, C1CCOC1, O=C(O)C(F)(F)F, [Na+]. Reaction SMILES: [BH4-:1].[C:10]([CH3:11])([CH3:12])([CH3:13])[O:14][C:15](=[O:16])[N:17]1[CH2:18][CH2:19][N:20]([CH:23]([C:24]#[N:25])[c:26]2[c:27]([Cl:32])[cH:28][cH:29][cH:30][cH:31]2)[CH2:21][CH2:22]1.[CH2:33]1[O:34][CH2:35][CH2:36][CH2:37]1.[F:3][C:4]([F:5])([F:6])[C:7]([OH:8])=[O:9].[Na+:2]>>[C:10]([CH3:11])([CH3:12])([CH3:13])[O:14][C:15](=[O:16])[N:17]1[CH2:18][CH2:19][N:20]([CH:23]([CH2:24][NH2:25])[c:26]2[c:27]([Cl:32])[cH:28][cH:29][cH:30][cH:31]2)[CH2:21][CH2:22]1. Product: CC(C)(C)OC(=O)N1CCN(C(CN)c2ccccc2Cl)CC1. Starting materials: OC1OC(C2=C1C1=CC=CC(=C1C=C2)C(=O)O)=O (1-hydroxy-6-hydroxycarbonylnaphtho[1,2-c]furan-3(1H)-one), CC=1C=CC(=CC1)S(=O)(=O)O (TsOH), C(OC)(OC)OC (CH(OMe)3), CC(=O)O (AcOH). The solvent is CO (MeOH), C(=O)(O)[O-].[Na+] (NaHCO3). Yields the product OC(=O)C1=C2C=CC3=C(C(OC3=O)C(=O)OC)C2=CC=C1 (6-Hydroxycarbonyl-1-methoxycarbonylnaphtho[1,2-c]furan-3(1H)-one). Isolated yield 79.0%. Reaction SMILES: O[CH:2]1[C:6]2[C:7]3[C:12]([CH:13]=[CH:14][C:5]=2[C:4](=[O:18])[O:3]1)=[C:11]([C:15]([OH:17])=[O:16])[CH:10]=[CH:9][CH:8]=3.CC1C=CC(S(O)(=O)=O)=CC=1.[CH:30](OC)([O:33]C)[O:31][CH3:32].CC(O)=O>CO.C([O-])(O)=O.[Na+]>[OH:17][C:15]([C:11]1[CH:10]=[CH:9][CH:8]=[C:7]2[C:12]=1[CH:13]=[CH:14][C:5]1[C:4](=[O:18])[O:3][CH:2]([C:30]([O:31][CH3:32])=[O:33])[C:6]=12)=[O:16] |f:5.6|. Procedure details: To a solution of 1-hydroxy-6-hydroxycarbonylnaphtho[1,2-c]furan-3(1H)-one in dry MeOH (15 mL) was added TsOH (150 mg) and CH(OMe)3 (0.5 mL). The mixture was stirred at reflux for 2 h. The mixture was then cooled to rt, diluted with saturated aqueous NaHCO3, acidified with AcOH and extracted with EtOAc. The extract was dried over MgSO4 and concentrated in vacuo. The crude material was chromatographed on silica gel (85:15:1 to 66:33:1 hexanes:EtOAc:AcOH) to give the title compound (120 mg, 79% fro... Reactants: C(C)(C)(C)OC(=O)NCCNS(=O)(=O)CCOC (N-(2-tert-butoxycarbonylaminoethyl)-2-methoxyethanesulfonamide), Cl (HCl). Run in CO (methanol). Reaction conditions: time 2 hour. Product: Cl.NCCNS(=O)(=O)CCOC (N-(2-aminoethyl)-2-methoxyethanesulfonamide hydrochloride salt). RXN SMILES: C(OC([NH:8][CH2:9][CH2:10][NH:11][S:12]([CH2:15][CH2:16][O:17][CH3:18])(=[O:14])=[O:13])=O)(C)(C)C.[ClH:19]>CO>[ClH:19].[NH2:8][CH2:9][CH2:10][NH:11][S:12]([CH2:15][CH2:16][O:17][CH3:18])(=[O:14])=[O:13] |f:3.4|. Reported procedure: To a solution of N-(2-tert-butoxycarbonyl)-ethylenediamine (0.63 ml, 4.00 mmol) and triethylamine (0.67 ml, 4.80 mmol) in dichloromethane (10 ml) was added 2-methoxyethanesulfonyl chloride (761 mg, 4.80 mmol) at 0° C., and the mixture was stirred at room temperature for 3 h. The reaction mixture was partitioned between dichloromethane and water. The aqueous layer was extracted with dichloromethane. The combined organic layers were washed with brine, dried over sodium sulfate, and concentrated in...